This data is from the Open Reaction Database (ORD), a public repository of structured organic reaction records. The task is: describe an organic reaction: reactants, conditions, products, and yield Yields the product C1(CC1)C=1C(=C(CO)C=CC1)C (3-cyclopropyl-2-methylbenzyl alcohol). Run in CO (methanol). Procedure: Elimination of the protective group: 16.7 g of 3-cyclopropyl-2-methylbenzyl tetrahydro-2-pyranyl ether in 180 ml of methanol are stirred overnight at room temperature with 10.8 ml of concentrated hydrochloric acid. The mixture is neutralized with sodium methylate solution while cooling with ice and is then evaporated down. Water is added to the residue, which is then extracted several times with ether. The combined ether extracts are washed with water, dried and evaporated down. The crude produc... The reactants are O1C(CCCC1)OCC1=C(C(=CC=C1)C1CC1)C (3-cyclopropyl-2-methylbenzyl tetrahydro-2-pyranyl ether), Cl (hydrochloric acid), C[O-].[Na+] (sodium methylate). Yield: 80.9%. Reaction SMILES: O1CCCCC1[O:7][CH2:8][C:9]1[CH:14]=[CH:13][CH:12]=[C:11]([CH:15]2[CH2:17][CH2:16]2)[C:10]=1[CH3:18].Cl.C[O-].[Na+]>CO>[CH:15]1([C:11]2[C:10]([CH3:18])=[C:9]([CH:14]=[CH:13][CH:12]=2)[CH2:8][OH:7])[CH2:16][CH2:17]1 |f:2.3|. The product is NC(=O)Nc1ccc2oc([N+](=O)[O-])c(-c3ccccc3)c2c1. As a reaction SMILES: [CH3:20][C:21](=[O:22])[OH:23].[K+:27].[N-:24]=[C:25]=[O:26].[NH2:1][c:2]1[cH:3][cH:4][c:5]2[c:6]([c:7](-[c:13]3[cH:14][cH:15][cH:16][cH:17][cH:18]3)[c:8]([N+:10](=[O:11])[O-:12])[o:9]2)[cH:19]1.[OH2:28]>>[NH:1]([c:2]1[cH:3][cH:4][c:5]2[c:6]([c:7](-[c:13]3[cH:14][cH:15][cH:16][cH:17][cH:18]3)[c:8]([N+:10](=[O:11])[O-:12])[o:9]2)[cH:19]1)[C:25]([NH2:24])=[O:26]. Reactants: CC(=O)O, [K+], [N-]=C=O, Nc1ccc2oc([N+](=O)[O-])c(-c3ccccc3)c2c1, O. The reactants are CuBr, FC=1C(=C(N)C=C(C1)F)C(F)(F)F (3,5-difluoro-2-(trifluoromethyl)aniline), Br (HBr), N(=O)[O-].[Na+] (NaNO2), aqueous solution. Run in O (H2O). Conditions: temperature -5 celsius, time 5 minute. The product is BrC1=C(C(=CC(=C1)F)F)C(F)(F)F (1-bromo-3,5-difluoro-2-(trifluoromethyl)benzene). The yield is 68.0%. Reaction SMILES: [F:1][C:2]1[C:3]([C:10]([F:13])([F:12])[F:11])=[C:4]([CH:6]=[C:7]([F:9])[CH:8]=1)N.[BrH:14].N([O-])=O.[Na+]>O>[Br:14][C:4]1[CH:6]=[C:7]([F:9])[CH:8]=[C:2]([F:1])[C:3]=1[C:10]([F:13])([F:12])[F:11] |f:2.3|. Procedure details: A suspension of 3,5-difluoro-2-(trifluoromethyl)aniline (24, 1.0 g, 5.07 mmol) in a 48% aqueous HBr (8 mL) and H2O (8 mL) was stirred at −5° C. for 5 min. To the suspension, NaNO2 (350 mg, 5.07 mmol) was added in a 10 mL aqueous solution dropwise maintaining −5° C. The resulting mixture was stirred at −5° C. for 1 h then CuBr (1.09 g, 7.63 mmol) was added portion-wise and the resulting suspension was allowed to slowly warm to ambient temperature. After 4 hours, the resulting solution was extract... As a reaction SMILES: [CH3:39][O:40][c:41]1[cH:42][cH:43][c:44]([S:47][CH:48]2[CH2:49][C:50](=[O:56])[N:51]2[CH2:52][C:53](=[O:54])[OH:55])[cH:45][cH:46]1.[CH3:62][CH2:63][O:64][C:65](=[O:66])[CH3:67].[CH:14]1([N:15]=[C:16]=[N:17][CH:18]2[CH2:19][CH2:20][CH2:21][CH2:22][CH2:23]2)[CH2:24][CH2:25][CH2:26][CH2:27][CH2:28]1.[O:57]=[CH:58][N:59]([CH3:60])[CH3:61].[OH:29][c:30]1[c:31]2[n:32][n:33][nH:34][c:35]2[cH:36][cH:37][cH:38]1.[c:1]1([CH2:7][CH2:8][CH2:9][CH2:10][CH2:11][CH2:12][NH2:13])[cH:2][cH:3][cH:4][cH:5][cH:6]1>>[c:1]1([CH2:7][CH2:8][CH2:9][CH2:10][CH2:11][CH2:12][NH:13][C:53]([CH2:52][N:51]2[CH:48]([S:47][c:44]3[cH:43][cH:42][c:41]([O:40][CH3:39])[cH:46][cH:45]3)[CH2:49][C:50]2=[O:56])=[O:54])[cH:2][cH:3][cH:4][cH:5][cH:6]1. Product: COc1ccc(SC2CC(=O)N2CC(=O)NCCCCCCc2ccccc2)cc1. The reactants are COc1ccc(SC2CC(=O)N2CC(=O)O)cc1, CCOC(C)=O, C(=NC1CCCCC1)=NC1CCCCC1, CN(C)C=O, Oc1cccc2[nH]nnc12, NCCCCCCc1ccccc1. Reactants: CCOC(=O)CBr, CC(C)(C)OC(=O)N1CC(O)C(N=[N+]=[N-])C1, CCOC(C)=O, [H-], [Na+], CN(C)C=O. Yields the product CCOC(=O)COC1CN(C(=O)OC(C)(C)C)CC1N=[N+]=[N-]. Reaction SMILES: [Br:19][CH2:20][C:21](=[O:22])[O:23][CH2:24][CH3:25].[C:3]([CH3:4])([CH3:5])([CH3:6])[O:7][C:8](=[O:9])[N:10]1[CH2:11][CH:12]([N:16]=[N+:17]=[N-:18])[CH:13]([OH:15])[CH2:14]1.[CH3:31][CH2:32][O:33][C:34]([CH3:35])=[O:36].[H-:2].[Na+:1].[O:26]=[CH:27][N:28]([CH3:29])[CH3:30]>>[C:3]([CH3:4])([CH3:5])([CH3:6])[O:7][C:8](=[O:9])[N:10]1[CH2:11][CH:12]([N:16]=[N+:17]=[N-:18])[CH:13]([O:15][CH2:20][C:21](=[O:22])[O:23][CH2:24][CH3:25])[CH2:14]1. The reactants are C(C)O (ethanol), FC(OC1=C(C(=CC=C1)C)[N+](=O)[O-])F (2-(difluoromethoxy)-6-methylnitrobenzene), [Cl-].[Ca+2].[Cl-] (calcium chloride), [Cl-].[Ca+2].[Cl-] (calcium chloride). The reagents and catalysts are [Zn] (zinc), [Zn] (zinc). The solvent is O (water), O (water), O (water). Reaction conditions: time 8 hour. Yields the product FC(OC1=C(N)C(=CC=C1)C)F (2-(Difluoromethoxy)-6-Methylaniline). Isolated yield 56.8%. As a reaction SMILES: C(O)C.[F:4][CH:5]([F:17])[O:6][C:7]1[CH:12]=[CH:11][CH:10]=[C:9]([CH3:13])[C:8]=1[N+:14]([O-])=O.[Cl-].[Ca+2].[Cl-]>O.[Zn]>[F:4][CH:5]([F:17])[O:6][C:7]1[CH:12]=[CH:11][CH:10]=[C:9]([CH3:13])[C:8]=1[NH2:14] |f:2.3.4|. Procedure: A mixture of 400 ml of absolute ethanol, 50 ml of water, 72.6 g of zinc dust, 53.3 g of the 2-(difluoromethoxy)-6-methylnitrobenzene, (Example 3A), and a solution of 20.0 g of calcium chloride dissolved in 60 ml of water was refluxed for three hours, allowed to stand overnight, refluxed for an additional hour, and then an additional 43 g of zinc dust and a solution of 18 g of calcium chloride dissolved in 50 ml of water was added. Refluxing for an additional three hours was required to drive the... The reactants are [H-], [Na+], C1CCOC1, Cc1ccc(S(=O)(=O)Cl)cc1, O=C(OCc1ccccc1)c1cccc2[nH]ccc12. The product is Cc1ccc(S(=O)(=O)n2ccc3c(C(=O)OCc4ccccc4)cccc32)cc1. Reaction SMILES: [H-:1].[Na+:2].[O:33]1[CH2:34][CH2:35][CH2:36][CH2:37]1.[c:22]1([CH3:32])[cH:23][cH:24][c:25]([S:28](=[O:29])(=[O:30])[Cl:31])[cH:26][cH:27]1.[nH:3]1[cH:4][cH:5][c:6]2[c:7]([C:12](=[O:13])[O:14][CH2:15][c:16]3[cH:17][cH:18][cH:19][cH:20][cH:21]3)[cH:8][cH:9][cH:10][c:11]12>>[n:3]1([S:28]([c:25]2[cH:24][cH:23][c:22]([CH3:32])[cH:27][cH:26]2)(=[O:29])=[O:30])[cH:4][cH:5][c:6]2[c:7]([C:12](=[O:13])[O:14][CH2:15][c:16]3[cH:17][cH:18][cH:19][cH:20][cH:21]3)[cH:8][cH:9][cH:10][c:11]12. Reactants: O=C([O-])[O-], CC(C)=O, ClCC1CO1, [K+], [K+], O=[N+]([O-])c1ccccc1O. Yields the product O=[N+]([O-])c1ccccc1OCC1CO1. Reaction SMILES: [C:11](=[O:12])([O-:13])[O-:14].[CH3:22][C:23](=[O:24])[CH3:25].[Cl:17][CH2:18][CH:19]1[CH2:20][O:21]1.[K+:15].[K+:16].[OH:1][c:2]1[cH:3][cH:4][cH:5][cH:6][c:7]1[N+:8]([O-:9])=[O:10]>>[O:1]([c:2]1[cH:3][cH:4][cH:5][cH:6][c:7]1[N+:8]([O-:9])=[O:10])[CH2:18][CH:19]1[CH2:20][O:21]1. Reactants: [NH4+].[Cl-] (NH4Cl), CON(C(=O)[C@H]1N(CCC1)C(=O)OC(C)(C)C)C ((S)-t-butyl 2-(methoxy(methyl)carbamoyl)pyrrolidine-1-carboxylate), COC1=C(C=C(C=C1)OCC#C)OC (1,2-dimethoxy-4-(prop-2-yn-yloxy)benzene), [Li]CCCC (n-BuLi). Run at time 30 minute. Solvent: C1CCOC1 (THF), C1CCOC1 (THF). Yields the product COC=1C=C(OCC#CC(=O)[C@H]2N(CCC2)C(=O)OC(C)(C)C)C=CC1OC ((S)-t-Butyl 2-(4-(3,4-dimethoxyphenoxy)but-2-ynoyl)pyrrolidine-1-carboxylate). Isolated yield 63.8%. Procedure: To a THF (50 mL) solution of 1,2-dimethoxy-4-(prop-2-yn-yloxy)benzene (2.118 g), n-BuLi (4.0 mL, 2.64 N hexane solution) was added dropwise at −78° C. and the resulting mixture was stirred at the same temperature for 30 minutes; the reaction mixture was then added dropwise to a solution of (S)-t-butyl 2-(methoxy(methyl)carbamoyl)pyrrolidine-1-carboxylate (2.578 g) in THF (100 mL) at −78° C. and, after stirring at the same temperature for an hour, temperature was raised to room temperature over a... Reaction SMILES: [CH3:1][O:2][C:3]1[CH:8]=[CH:7][C:6]([O:9][CH2:10][C:11]#[CH:12])=[CH:5][C:4]=1[O:13][CH3:14].[Li]CCCC.CON(C)[C:23]([C@@H:25]1[CH2:29][CH2:28][CH2:27][N:26]1[C:30]([O:32][C:33]([CH3:36])([CH3:35])[CH3:34])=[O:31])=[O:24].[NH4+].[Cl-]>C1COCC1>[CH3:14][O:13][C:4]1[CH:5]=[C:6]([CH:7]=[CH:8][C:3]=1[O:2][CH3:1])[O:9][CH2:10][C:11]#[C:12][C:23]([C@@H:25]1[CH2:29][CH2:28][CH2:27][N:26]1[C:30]([O:32][C:33]([CH3:36])([CH3:35])[CH3:34])=[O:31])=[O:24] |f:3.4|. Reactants: ClC1=C(CC(CC1)(C)C)C=O (2-chloro-5,5-dimethylcyclohex-1-enecarbaldehyde), ClC1=CC=C(C=C1)B(O)O (4-chlorophenylboronic acid), C([O-])([O-])=O.[K+].[K+] (potassium carbonate). Reagents/catalysts: [Br-].C(CCC)[N+](CCCC)(CCCC)CCCC (tetrabutyl ammonium bromide), C(C)(=O)[O-].[Pd+2].C(C)(=O)[O-] (palladium (II) acetate). Yields the product ClC1=CC=C(C=C1)C1=C(CC(CC1)(C)C)C=O (2-(4-chlorophenyl)-5,5-dimethylcyclohex-1-ene-1-carbaldehyde). As a reaction SMILES: Cl[C:2]1[CH2:7][CH2:6][C:5]([CH3:9])([CH3:8])[CH2:4][C:3]=1[CH:10]=[O:11].[Cl:12][C:13]1[CH:18]=[CH:17][C:16](B(O)O)=[CH:15][CH:14]=1.C(=O)([O-])[O-].[K+].[K+]>[Br-].C([N+](CCCC)(CCCC)CCCC)CCC.C([O-])(=O)C.[Pd+2].C([O-])(=O)C>[Cl:12][C:13]1[CH:18]=[CH:17][C:16]([C:2]2[CH2:7][CH2:6][C:5]([CH3:9])([CH3:8])[CH2:4][C:3]=2[CH:10]=[O:11])=[CH:15][CH:14]=1 |f:2.3.4,5.6,7.8.9|. Reported procedure: reacting the 2-chloro-5,5-dimethylcyclohex-1-enecarbaldehyde, 4-chlorophenylboronic acid, tetrabutyl ammonium bromide, potassium carbonate, and palladium (II) acetate to provide 2-(4-chlorophenyl)-5,5-dimethylcyclohex-1-ene-1-carbaldehyde and isolating or not isolating the 2-(4-chlorophenyl)-5,5-dimethylcyclohex-1-ene-1-carbaldehyde.